This data is from the Open Reaction Database (ORD), a public repository of structured organic reaction records. The task is: describe an organic reaction: reactants, conditions, products, and yield The reactants are C1(=C(C=CC=C1)C1=C(C=NC=C1)N)C (4-o-tolylpyridin-3-amine), O1CC(C1)=O (oxetan-3-one), [NH4+].[Cl-] (NH4Cl), C(#N)[BH3-].[Na+] (sodium cyanoborohydride), O1CC(C1)=O (oxetan-3-one). Reagents/catalysts: [Cl-].[Zn+2].[Cl-] (zinc chloride), [Cl-].[Zn+2].[Cl-] (zinc chloride). The solvent is CO (methanol), CCOC(=O)C (EtOAc). Product: O1CC(C1)NC=1C=NC=CC1C1=C(C=CC=C1)C (Oxetan-3-yl-(4-o-tolyl-pyridin-3-yl)-amine). RXN SMILES: [C:1]1([CH3:14])[CH:6]=[CH:5][CH:4]=[CH:3][C:2]=1[C:7]1[CH:12]=[CH:11][N:10]=[CH:9][C:8]=1[NH2:13].[O:15]1[CH2:18][C:17](=O)[CH2:16]1.C([BH3-])#N.[Na+].[NH4+].[Cl-]>CO.[Cl-].[Zn+2].[Cl-].CCOC(C)=O>[O:15]1[CH2:18][CH:17]([NH:13][C:8]2[CH:9]=[N:10][CH:11]=[CH:12][C:7]=2[C:2]2[CH:3]=[CH:4][CH:5]=[CH:6][C:1]=2[CH3:14])[CH2:16]1 |f:2.3,4.5,7.8.9|. Procedure details: A solution of 4-o-tolylpyridin-3-amine (0.125 g, 678 μmol) and oxetan-3-one (147 mg, 2.04 mmol, CAS RN 6704-31-0) in methanol (2 mL) was treated with zinc chloride (370 mg, 2.71 mmol). The reaction mixture got slightly warm and a solution formed. Then, molecular sieves 4 Å (100 mg, 678 μmol) were added and the reaction mixture refluxed for 19 hours. After cooling to room temperature another batch of oxetan-3-one (147 mg, 2.04 mmol) was added and the reaction mixture was heated again to reflux fo... Starting materials: C1(=CC=CC=C1)C[C@H]1NC(OC1)=O ((R)-4-(phenylmethyl)-2-oxazolidinone), II (I2), C(=O)(O)[O-].[Na+] (NaHCO3). Solvent: C(Cl)Cl (methylene chloride). Product: I[C@H]1C[C@H]([C@@H]2C(O[C@H]1C2)=O)C ((1R,2R,4S, 5S)-4-iodo-2-methyl-6-oxabicyclo[3.2.1]octan-7-one). As a reaction SMILES: [C:1]1([CH2:7][C@@H]2COC(=O)N2)[CH:6]=[CH:5][CH:4]=[CH:3][CH:2]=1.[I:14]I.[C:16]([O-:19])(O)=[O:17].[Na+]>C(Cl)Cl>[I:14][C@@H:3]1[C@@H:4]2[CH2:5][C@@H:6]([C:16](=[O:17])[O:19]2)[C@H:1]([CH3:7])[CH2:2]1 |f:2.3|. Procedure details: reacting said (1R,6R)-6-methyl-3-cyclohexene-1-carboxylic acid (5) with I2, KI and NaHCO3 in methylene chloride to produce (1R,2R,4S,5s)4-iodo-2-methyl-6-oxabicyclo[3.2.1]octan-7-one (8), The reactants are Cc1ccnc(Br)c1, [Li]CCCC, CCOCC, COc1cc([N+](=O)[O-])ccc1C=O, CCCCCC, C1CCOC1, O. Product: COc1cc([N+](=O)[O-])ccc1C(O)c1cc(C)ccn1. RXN SMILES: [Br:1][c:2]1[n:3][cH:4][cH:5][c:6]([CH3:8])[cH:7]1.[CH2:15]([Li:16])[CH2:17][CH2:18][CH3:19].[CH2:34]([O:35][CH2:36][CH3:37])[CH3:38].[CH3:20][O:21][c:22]1[c:23]([CH:24]=[O:25])[cH:26][cH:27][c:28]([N+:30](=[O:31])[O-:32])[cH:29]1.[CH3:9][CH2:10][CH2:11][CH2:12][CH2:13][CH3:14].[O:39]1[CH2:40][CH2:41][CH2:42][CH2:43]1.[OH2:33]>>[c:2]1([CH:24]([c:23]2[c:22]([O:21][CH3:20])[cH:29][c:28]([N+:30](=[O:31])[O-:32])[cH:27][cH:26]2)[OH:25])[n:3][cH:4][cH:5][c:6]([CH3:8])[cH:7]1. Reactants: [NH4+].[Cl-] (NH4Cl), [H-].[Na+] (sodium hydride), C1(=CC=C(C=C1)C[C@@H]1CCC(N1CC1=CC=C(C=C1)OC)=O)C1=CC=CC=C1 ((S)-5-biphenyl-4-ylmethyl-1-(4-methoxy-benzyl)-pyrrolidin-2-one), COC(C1=CC=CC=C1)=O (benzoic acid methyl ester), C(C)(=O)OCC (ethyl acetate). The solvent is C1(=CC=CC=C1)C (toluene). Conditions: temperature 130 celsius. Yields the product C(C1=CC=CC=C1)(=O)[C@@H]1C(N(C(C1)CC1=CC=C(C=C1)C1=CC=CC=C1)CN1CCCC1)=O ((R/S)-3-Benzoyl-(R)-5-biphenyl-4-ylmethyl-1-pyrrolidin-1-ylmethyl-pyrrolidin-2-one). RXN SMILES: [H-].[Na+].[C:3]1([C:25]2[CH:30]=[CH:29][CH:28]=[CH:27][CH:26]=2)[CH:8]=[CH:7][C:6]([CH2:9][C@H:10]2[N:14]([CH2:15]C3C=CC(OC)=CC=3)C(=O)C[CH2:11]2)=[CH:5][CH:4]=1.CO[C:33](=[O:40])[C:34]1[CH:39]=[CH:38][CH:37]=[CH:36][CH:35]=1.[NH4+:41].[Cl-].C([O:46][CH2:47][CH3:48])(=O)C>C1(C)C=CC=CC=1>[C:33]([C@H:48]1[CH2:11][CH:10]([CH2:9][C:6]2[CH:5]=[CH:4][C:3]([C:25]3[CH:26]=[CH:27][CH:28]=[CH:29][CH:30]=3)=[CH:8][CH:7]=2)[N:14]([CH2:15][N:41]2[CH2:5][CH2:4][CH2:3][CH2:8]2)[C:47]1=[O:46])(=[O:40])[C:34]1[CH:35]=[CH:36][CH:37]=[CH:38][CH:39]=1 |f:0.1,4.5|. Reported procedure: To a suspension of sodium hydride (150 mg, 55% in mineral oil, 3.75 mmol) in toluene (1 mL) is added (5S)-biphenyl-4-ylmethyl-1-(4-methoxybenzyl)pyrrolidin-2-one (3a, R1=p-methoxybenzyl) (694 mg, 1.86 mmol) followed by addition of benzoic acid methyl ester (253 mg, 1.86 mmol), the resulting mixture is then heated at 130° C. for 9 h. After cooling to room temperature, NH4Cl (sat. aq, 5 mL) is added followed by ethyl acetate (3 mL). The organic layer is separated, washed with brine and concentrate... The reactants are Cc1ccc(Br)c(N)c1, CC(C)C(=O)Cl. Product: Cc1ccc(Br)c(NC(=O)C(C)C)c1. Reaction SMILES: [Br:1][c:2]1[c:3]([NH2:4])[cH:5][c:6]([CH3:9])[cH:7][cH:8]1.[C:10]([CH:11]([CH3:12])[CH3:13])(=[O:14])[Cl:15]>>[Br:1][c:2]1[c:3]([NH:4][C:10]([CH:11]([CH3:12])[CH3:13])=[O:14])[cH:5][c:6]([CH3:9])[cH:7][cH:8]1. Starting materials: C(CCC)[Li] (butyllithium), FC(C(=O)O)(F)F (trifluoroacetic acid), COC1=C(CNS(=O)(=O)CC2=CC=C(C=C2)CCN2CCOCC2)C=CC(=C1)OC (N-(2,4-dimethoxybenzyl)-C-[4-(2-morpholin-4-ylethyl)phenyl]methanesulfonamide), CC(=O)C (acetone). Run in CCCCCC (hexane), C1CCOC1 (THF). Reaction conditions: time 10 minute. The product is OC(C(S(=O)(=O)N)C1=CC=C(C=C1)CCN1CCOCC1)(C)C (2-Hydroxy-2-methyl-1-[4-(2-morpholin-4-ylethyl)phenyl]propane-1-sulfonamide). As a reaction SMILES: COC1C=C(OC)C=CC=1C[NH:6][S:7]([CH2:10][C:11]1[CH:16]=[CH:15][C:14]([CH2:17][CH2:18][N:19]2[CH2:24][CH2:23][O:22][CH2:21][CH2:20]2)=[CH:13][CH:12]=1)(=[O:9])=[O:8].C([Li])CCC.[CH3:36][C:37]([CH3:39])=[O:38].FC(F)(F)C(O)=O>C1COCC1.CCCCCC>[OH:38][C:37]([CH3:39])([CH3:36])[CH:10]([C:11]1[CH:12]=[CH:13][C:14]([CH2:17][CH2:18][N:19]2[CH2:20][CH2:21][O:22][CH2:23][CH2:24]2)=[CH:15][CH:16]=1)[S:7]([NH2:6])(=[O:8])=[O:9]. Reported procedure: A solution of N-(2,4-dimethoxybenzyl)-C-[4-(2-morpholin-4-ylethyl)phenyl]methanesulfonamide (50 mg) in THF (1 ml) was initially charged and then, at −78° C., 1.6 N butyllithium solution in hexane (0.3 ml) was added dropwise. The reaction mixture was stirred for 10 minutes, and then acetone (50 μl) was added dropwise. The mixture was stirred at constant temperature for 30 minutes, trifluoroacetic acid (40 μl) was added and the mixture was allowed to come to room temperature. The solvent was remov...